From a dataset of the Open Reaction Database (ORD), a public repository of structured organic reaction records. describe an organic reaction: reactants, conditions, products, and yield Starting materials: C(CC1=CC=CC=C1)Br (phenethyl bromide), C1(CCCCC1)=O (cyclohexanone). Product: C(CC1=CC=CC=C1)C1(CCCCC1)O (phenethylcyclohexanol). Isolated yield 96.0%. Reaction SMILES: [CH2:1](Br)[CH2:2][C:3]1[CH:8]=[CH:7][CH:6]=[CH:5][CH:4]=1.[C:10]1(=[O:16])[CH2:15][CH2:14][CH2:13][CH2:12][CH2:11]1>>[CH2:1]([C:10]1([OH:16])[CH2:15][CH2:14][CH2:13][CH2:12][CH2:11]1)[CH2:2][C:3]1[CH:8]=[CH:7][CH:6]=[CH:5][CH:4]=1. Procedure details: Since TmI2(DME)x exhibits such high reactivity at room temperature, its viability at reduced temperature is examined. In these reactions, TmI2(DME)x is added as a DME solution by syringe using a saturated stock solution generated in situ from Tm and I2. Phenethyl iodide reacts smoothly at −22° C. in 10 minutes to form phenethylcyclohexanol in 96% yield (entry f). The reaction of phenethyl bromide with cyclohexanone at 0° C. produces a 96% yield of phenethylcyclohexanol in 20 minutes (entry g), w...